Task: describe an organic reaction: reactants, conditions, products, and yield. Dataset: the Open Reaction Database (ORD), a public repository of structured organic reaction records Reactants: CC(C=C)(CCC=C(CCCC(C)C)C)O (3,7,11-trimethyl-1,6-dodecadien-3-ol), C[O-].[Na+] (sodium methoxide), CC(C#C)(CCC=C(CCCC(C)C)C)O (3,7,11-trimethyl-6-dodecen-1-yn-3-ol). Run at temperature 150 celsius. The product is CC(=CCCC(C)=O)CCCC(C)C (6,10-dimethyl-5-undecen-2-one). RXN SMILES: [CH3:1][C:2]([OH:16])([CH2:5][CH2:6][CH:7]=[C:8]([CH3:15])[CH2:9][CH2:10][CH2:11][CH:12]([CH3:14])[CH3:13])C=C.C[O-].[Na+].CC(O)(CCC=C(C)CCCC(C)C)C#C>>[CH3:15][C:8]([CH2:9][CH2:10][CH2:11][CH:12]([CH3:14])[CH3:13])=[CH:7][CH2:6][CH2:5][C:2](=[O:16])[CH3:1] |f:1.2|. Procedure details: To 630 g of the crude 3,7,11-trimethyl-1,6-dodecadien-3-ol thus obtained, 0.16 g of a methanolic sodium methoxide (concentration: 28%) was added, then the resulting mixture was heated at 150° C. for 1 hour to decompose unreacted 3,7,11-trimethyl-6-dodecen-1-yn-3-ol. Thereafter, the resultant solution was simple distilled under a pressure of 7 to 12 mmHg to collect 520 g of a fraction having a boiling point of 120 to 135° C. Analysis by gas chromatography (column: DC-550, available from Gasukuro ... Starting materials: CS(C)=O, [Na], CONC(=O)C1(ON=C(C(=O)OC)c2ccco2)CCCC1. The product is CONC(=O)C1(ON=C(C(=O)O)c2ccco2)CCCC1. RXN SMILES: [CH3:24][S:25]([CH3:26])=[O:27].[Na:23].[o:1]1[c:2]([C:6]([C:7](=[O:8])[O:9][CH3:10])=[N:11][O:12][C:13]2([C:18]([NH:19][O:20][CH3:21])=[O:22])[CH2:14][CH2:15][CH2:16][CH2:17]2)[cH:3][cH:4][cH:5]1>>[o:1]1[c:2]([C:6]([C:7](=[O:8])[OH:9])=[N:11][O:12][C:13]2([C:18]([NH:19][O:20][CH3:21])=[O:22])[CH2:14][CH2:15][CH2:16][CH2:17]2)[cH:3][cH:4][cH:5]1. Reactants: O=C([O-])O, CN(C)C=O, O=C(Cl)CCl, Cc1ccc(NC(=O)c2cccc(C(F)(F)F)c2)cc1Oc1ccc2nc(N)sc2n1, [Na+]. Product: Cc1ccc(NC(=O)c2cccc(C(F)(F)F)c2)cc1Oc1ccc2nc(NC(=O)CCl)sc2n1. Reaction SMILES: [C:37](=[O:38])([O-:39])[OH:40].[CH3:42][N:43]([CH3:44])[CH:45]=[O:46].[Cl:32][CH2:33][C:34](=[O:35])[Cl:36].[NH2:1][c:2]1[s:3][c:4]2[n:5][c:6]([O:11][c:12]3[cH:13][c:14]([NH:19][C:20]([c:21]4[cH:22][c:23]([C:27]([F:28])([F:29])[F:30])[cH:24][cH:25][cH:26]4)=[O:31])[cH:15][cH:16][c:17]3[CH3:18])[cH:7][cH:8][c:9]2[n:10]1.[Na+:41]>>[NH:1]([c:2]1[s:3][c:4]2[n:5][c:6]([O:11][c:12]3[cH:13][c:14]([NH:19][C:20]([c:21]4[cH:22][c:23]([C:27]([F:28])([F:29])[F:30])[cH:24][cH:25][cH:26]4)=[O:31])[cH:15][cH:16][c:17]3[CH3:18])[cH:7][cH:8][c:9]2[n:10]1)[C:34]([CH2:33][Cl:32])=[O:35]. Reactants: ClC=1C=CC=2N(N1)C=C(N2)C=2C=C(C#N)C=CC2 (3-(6-chloroimidazo[1,2-b]pyridazin-2-yl)benzonitrile), CO.CN (methylamine methanol). Reaction conditions: temperature 125 celsius. The product is CNC=1C=CC=2N(N1)C=C(N2)C=2C=C(C#N)C=CC2 (3-(6-(methylamino)imidazo[1,2-b]pyridazin-2-yl)benzonitrile). RXN SMILES: Cl[C:2]1[CH:3]=[CH:4][C:5]2[N:6]([CH:8]=[C:9]([C:11]3[CH:12]=[C:13]([CH:16]=[CH:17][CH:18]=3)[C:14]#[N:15])[N:10]=2)[N:7]=1.CO.[CH3:21][NH2:22]>>[CH3:21][NH:22][C:2]1[CH:3]=[CH:4][C:5]2[N:6]([CH:8]=[C:9]([C:11]3[CH:12]=[C:13]([CH:16]=[CH:17][CH:18]=3)[C:14]#[N:15])[N:10]=2)[N:7]=1 |f:1.2|. Procedure: A mixture of 3-(6-chloroimidazo[1,2-b]pyridazin-2-yl)benzonitrile (0.25 mmol) and 10 mL methylamine methanol solution was heated at 125° C. in microwave synthesizer for 30 min. After purification to provide 3-(6-(methylamino)imidazo[1,2-b]pyridazin-2-yl)benzonitrile. Starting materials: BrC1=CC=C(C=C1)C (4-bromotoluene), C(CCC)NCCCC (N,N-di-n-butylamine), CC(C)([O-])C.[Na+] (sodium tert-butoxide). The product is C(CCC)N(C1=CC=C(C=C1)C)CCCC (N,N-dibutyl-4-methylaniline). The yield is 93.0%. Reaction SMILES: Br[C:2]1[CH:7]=[CH:6][C:5]([CH3:8])=[CH:4][CH:3]=1.[CH2:9]([NH:13][CH2:14][CH2:15][CH2:16][CH3:17])[CH2:10][CH2:11][CH3:12].CC(C)([O-])C.[Na+]>>[CH2:9]([N:13]([CH2:14][CH2:15][CH2:16][CH3:17])[C:2]1[CH:7]=[CH:6][C:5]([CH3:8])=[CH:4][CH:3]=1)[CH2:10][CH2:11][CH3:12] |f:2.3|. Reported procedure: According to the general procedure B, 4-bromotoluene (94 mg, 0.55 mmol) reacted with N,N-di-n-butylamine (65 mg, 0.50 mmol) using 1 mol % of catalyst and sodium tert-butoxide (58 mg, 0.60 mmol) at 40° C. for 24 h to give the title compound (102 mg, 93%) as a colorless oil: 1H-NMR (300 MHz, CDCl3): δ 7.07 (d, 2H, J=8.4 Hz), 6.64 (d, 2H, J=8.4 Hz), 3.28 (t, 4H, J=7.2 and 7.8 Hz), 2.30 (s, 3H), 1.60 (m, 4H), 1.40 (m, 4H), 1.00 (t, 6H, J=7.5 and 7.2 Hz). 13C{1H}-NMR (100 MHz, CDCl3): δ 146.17, 129.6...